Dataset: the Open Reaction Database (ORD), a public repository of structured organic reaction records. Task: describe an organic reaction: reactants, conditions, products, and yield The reactants are C(C)(C)(C)OC(=O)N1C(C=C(C2=CC(=CC=C12)C1=C(C=CC=C1)OC)C(C)O)(C)C.C1(CCCCC1)COC(C)C1=CC(NC2=CC=C(C=C12)C1=C(C=CC=C1)OC)(C)C (4-(1-Cyclohexylmethoxyethyl)-6-(2-methoxyphenyl)-2,2-dimethyl-1,2-dihydroquinoline 4-(1-Hydroxyethyl)-6-(2-methoxyphenyl)-2,2-dimethyl-2H-quinoline-1-carboxylic acid tert-butyl ester), solution, C[Si](C)(C)[N-][Si](C)(C)C.[Na+] (sodium bis(trimethylsilyl)amide), C1(CCCCC1)CBr (cyclohexylmethyl bromide). Solvent: C1CCOC1 (THF). The product is C(\C=C\C)OC(C)C1=CC(NC2=CC=C(C=C12)C1=C(C=CC=C1)OC)(C)C (4-{1-[((E)-but-2-enyl)oxy]ethyl}-6-(2-methoxyphenyl)-2,2-dimethyl-2H-quinoline). The yield is 25.6%. Reaction SMILES: C(OC(N1C2C(=CC(C3C=CC=CC=3OC)=CC=2)C(C(O)C)=CC1(C)C)=O)(C)(C)C.[CH:31]1([CH2:37][O:38][CH:39]([C:41]2[C:50]3[C:45](=[CH:46][CH:47]=[C:48]([C:51]4[CH:56]=[CH:55][CH:54]=[CH:53][C:52]=4[O:57][CH3:58])[CH:49]=3)[NH:44][C:43]([CH3:60])([CH3:59])[CH:42]=2)[CH3:40])CCC[CH2:33][CH2:32]1.C[Si]([N-][Si](C)(C)C)(C)C.[Na+].C1(CBr)CCCCC1>C1COCC1>[CH2:37]([O:38][CH:39]([C:41]1[C:50]2[C:45](=[CH:46][CH:47]=[C:48]([C:51]3[CH:56]=[CH:55][CH:54]=[CH:53][C:52]=3[O:57][CH3:58])[CH:49]=2)[NH:44][C:43]([CH3:60])([CH3:59])[CH:42]=1)[CH3:40])/[CH:31]=[CH:32]/[CH3:33] |f:0.1,2.3|. Procedure: 4-(1-Cyclohexylmethoxyethyl)-6-(2-methoxyphenyl)-2,2-dimethyl-1,2-dihydroquinoline 4-(1-Hydroxyethyl)-6-(2-methoxyphenyl)-2,2-dimethyl-2H-quinoline-1-carboxylic acid tert-butyl ester (70 mg) was treated with 255 μL of 1 M solution of sodium bis(trimethylsilyl)amide in THF and 45 mg of cyclohexylmethyl bromide to give the alkylated product, which was deprotected to yield 8 mg of the title compound as an oil. Reactants: ClC=1C=C(C=CC1SC=1N(C=CN1)C)NC1=C(C=NC2=CC(=C(C=C12)OC)F)C#N (4-[3-chloro-4-(1-methyl-1H-imidazole-2-ylsulfanyl)-phenylamino]-7-fluoro-6-methoxyquinoline-3-carbonitrile), N1(C=NC=C1)CCN1CCNCC1 (1-(2-imidazole-1-yl-ethyl)piperazine). Run in CN1C(CCC1)=O (1-methyl 2-pyrrolidinone). Reaction conditions: temperature 105 celsius. The product is COC=1C=C2C=C(C=NC2=CC1)C#N (6-methoxyquinoline-3-carbonitrile). RXN SMILES: ClC1C=C(N[C:16]2[C:25]3[C:20](=[CH:21][C:22](F)=[C:23]([O:26][CH3:27])[CH:24]=3)[N:19]=[CH:18][C:17]=2[C:29]#[N:30])C=CC=1SC1N(C)C=CN=1.N1(CCN2CCNCC2)C=CN=C1>CN1CCCC1=O>[CH3:27][O:26][C:23]1[CH:24]=[C:25]2[C:20](=[CH:21][CH:22]=1)[N:19]=[CH:18][C:17]([C:29]#[N:30])=[CH:16]2. Procedure details: Following the procedure of Example 11, a mixture of 220 mg (0.5 mmol) of 4-[3-chloro-4-(1-methyl-1H-imidazole-2-ylsulfanyl)-phenylamino]-7-fluoro-6-methoxyquinoline-3-carbonitrile and 290 mg (1.6 mmol) of 1-(2-imidazole-1-yl-ethyl)piperazine in 1.2 mL of 1-methyl 2-pyrrolidinone is heated at 105° C. for 20 hours to yield the crude product. Purification by silica gel chromatography (gradient 95:5-methylene chloride/methanol to 85:15 methylene chloride/methanol) gives 210 mg of 4-({3-chloro-4-[(1-... The reactants are CC(C)(C)C(=O)Cl, C1CCOC1, Cc1ccccc1, CCN(C(C)C)C(C)C, [K+], Cc1c(O)cn2nc[nH]c(=O)c12, O=P([O-])(O)O. Yields the product Cc1c(OC(=O)C(C)(C)C)cn2nc[nH]c(=O)c12. RXN SMILES: [C:22]([C:23]([CH3:24])([CH3:25])[CH3:26])(=[O:27])[Cl:28].[CH2:42]1[O:43][CH2:44][CH2:45][CH2:46]1.[CH3:35][c:36]1[cH:37][cH:38][cH:39][cH:40][cH:41]1.[CH:13]([N:14]([CH:15]([CH3:16])[CH3:17])[CH2:18][CH3:19])([CH3:20])[CH3:21].[K+:29].[OH:1][c:2]1[c:3]([CH3:12])[c:4]2[c:5](=[O:11])[nH:6][cH:7][n:8][n:9]2[cH:10]1.[OH:30][P:31](=[O:32])([O-:33])[OH:34]>>[O:1]([c:2]1[c:3]([CH3:12])[c:4]2[c:5](=[O:11])[nH:6][cH:7][n:8][n:9]2[cH:10]1)[C:22]([C:23]([CH3:24])([CH3:25])[CH3:26])=[O:27].